This data is from the Open Reaction Database (ORD), a public repository of structured organic reaction records. The task is: describe an organic reaction: reactants, conditions, products, and yield Starting materials: CC[C@@]12[C@H](C[C@@H]([C@H]1[C@@H]1CCC3=CCCC[C@@H]3[C@H]1CC2)OC2OCCCC2)O (18-methyl-15α-tetrahydropyran-2-yloxy-4-estren-17β-ol), [Cr](=O)(=O)([O-])Cl.[NH+]1=CC=CC=C1 (pyridinium chlorochromate), C(C)(=O)[O-].[Na+] (sodium acetate). Solvent: C(Cl)Cl (methylene chloride), C(Cl)Cl (methylene chloride). Run at time 3.5 hour. Product: crude product, CC[C@@]12C(C[C@@H]([C@H]1[C@@H]1CCC3=CCCC[C@@H]3[C@H]1CC2)OC2OCCCC2)=O (18-methyl-15α-tetrahydropyran-2-yloxy-4-estren-17-one). Isolated yield 61.9%. Reaction SMILES: [CH3:1][CH2:2][C@:3]12[CH2:19][CH2:18][C@H:17]3[C@@H:8]([CH2:9][CH2:10][C:11]4[C@@H:16]3[CH2:15][CH2:14][CH2:13][CH:12]=4)[C@@H:7]1[C@@H:6]([O:20][CH:21]1[CH2:26][CH2:25][CH2:24][CH2:23][O:22]1)[CH2:5][C@@H:4]2[OH:27].[Cr](Cl)([O-])(=O)=O.[NH+]1C=CC=CC=1.C([O-])(=O)C.[Na+]>C(Cl)Cl>[CH3:1][CH2:2][C@:3]12[CH2:19][CH2:18][C@H:17]3[C@@H:8]([CH2:9][CH2:10][C:11]4[C@@H:16]3[CH2:15][CH2:14][CH2:13][CH:12]=4)[C@@H:7]1[C@@H:6]([O:20][CH:21]1[CH2:26][CH2:25][CH2:24][CH2:23][O:22]1)[CH2:5][C:4]2=[O:27] |f:1.2,3.4|. Procedure: At 0° C., 2.6 g of 18-methyl-15α-tetrahydropyran-2-yloxy-4-estren-17β-ol in 50 ml of methylene chloride is stirred with 3.6 g of pyridinium chlorochromate and 1.2 g of sodium acetate at 0° C. After 3.5 hours, the mixture is diluted with methylene chloride, washed with water, and dried. Chromatography of the crude product on silica gel with 3-3.5% acetone/hexane yields 1.6 g of 18-methyl-15α-tetrahydropyran-2-yloxy-4-estren-17-one as an oil. [α]D20 =+87.4°. Starting materials: C1COCCN1, FC(F)(F)c1ccc(Cl)cc1, ClC(Cl)Cl, NP, O=C(C=Cc1ccccc1)C=Cc1ccccc1, O=C(C=Cc1ccccc1)C=Cc1ccccc1, O=C(C=Cc1ccccc1)C=Cc1ccccc1, [Pd], [Pd]. Yields the product FC(F)(F)c1ccc(N2CCOCC2)cc1. Reaction SMILES: [CH2:12]1[CH2:13][O:14][CH2:15][CH2:16][NH:17]1.[Cl:1][c:2]1[cH:3][cH:4][c:5]([C:8]([F:9])([F:10])[F:11])[cH:6][cH:7]1.[Cl:76][CH:77]([Cl:78])[Cl:79].[NH2:18][PH2:19].[O:22]=[C:23]([CH:24]=[CH:25][c:26]1[cH:27][cH:28][cH:29][cH:30][cH:31]1)[CH:32]=[CH:33][c:34]1[cH:35][cH:36][cH:37][cH:38][cH:39]1.[O:40]=[C:41]([CH:42]=[CH:43][c:44]1[cH:45][cH:46][cH:47][cH:48][cH:49]1)[CH:50]=[CH:51][c:52]1[cH:53][cH:54][cH:55][cH:56][cH:57]1.[O:58]=[C:59]([CH:60]=[CH:61][c:62]1[cH:63][cH:64][cH:65][cH:66][cH:67]1)[CH:68]=[CH:69][c:70]1[cH:71][cH:72][cH:73][cH:74][cH:75]1.[Pd:20].[Pd:21]>>[c:2]1([N:17]2[CH2:12][CH2:13][O:14][CH2:15][CH2:16]2)[cH:3][cH:4][c:5]([C:8]([F:9])([F:10])[F:11])[cH:6][cH:7]1.